From a dataset of the Open Reaction Database (ORD), a public repository of structured organic reaction records. describe an organic reaction: reactants, conditions, products, and yield The reactants are C(C)#N (ACN), ClC1=C2N(C=3C=CC(=CC13)OCC1=CC(=C(C=C1)OC(C)C)C(F)(F)F)CC[C@@H]2CC(=O)O ((R)-2-(9-Chloro-7-(4-isopropoxy-3-(trifluoromethyl)benzyloxy)-2,3-dihydro-1H-pyrrolo[1,2-a]indol-1-yl)acetic acid), 2d, C(CN)N (ethylenediamine). Run in C1CCOC1 (THF). Conditions: time 24 hour. The product is O.C(CN)N.ClC1=C2N(C=3C=CC(=CC13)OCC1=CC(=C(C=C1)OC(C)C)C(F)(F)F)CC[C@@H]2CC(=O)O ((R)-2-(9-chloro-7-(4-isopropoxy-3-(trifluoromethyl)benzyloxy)-2,3-dihydro-1H-pyrrolo[1,2-a]indol-1-yl)acetic acid ethylenediamine salt hydrate). RXN SMILES: [Cl:1][C:2]1[C:10]2[CH:9]=[C:8]([O:11][CH2:12][C:13]3[CH:18]=[CH:17][C:16]([O:19][CH:20]([CH3:22])[CH3:21])=[C:15]([C:23]([F:26])([F:25])[F:24])[CH:14]=3)[CH:7]=[CH:6][C:5]=2[N:4]2[CH2:27][CH2:28][C@H:29]([CH2:30][C:31]([OH:33])=[O:32])[C:3]=12.[CH2:34]([NH2:37])[CH2:35][NH2:36].C(#N)C>C1COCC1>[OH2:11].[CH2:34]([NH2:37])[CH2:35][NH2:36].[Cl:1][C:2]1[C:10]2[CH:9]=[C:8]([O:11][CH2:12][C:13]3[CH:18]=[CH:17][C:16]([O:19][CH:20]([CH3:22])[CH3:21])=[C:15]([C:23]([F:24])([F:25])[F:26])[CH:14]=3)[CH:7]=[CH:6][C:5]=2[N:4]2[CH2:27][CH2:28][C@H:29]([CH2:30][C:31]([OH:33])=[O:32])[C:3]=12 |f:4.5.6|. Reported procedure: (R)-2-(9-Chloro-7-(4-isopropoxy-3-(trifluoromethyl)benzyloxy)-2,3-dihydro-1H-pyrrolo[1,2-a]indol-1-yl)acetic acid (15 mg) was dissolved in THF (0.5 mL) and aqueous ethylenediamine (16 uL, 2.27 M) was added. The homogeneous solution was left to stir at room temperature for 2d. ACN (300 μL) was then added and the reaction was stirred at room temperature for one additional day. The reaction mixture was evaporated to dryness and 0.5 mL of EtOAc was added. After stiffing for 24 h at room temperature,... The reactants are [OH-].[Na+] (NaOH), OC=1C=C(C=C(C1)O)C(C)CCCC1=CC=C(C=C1)F (2-(3,5-dihydroxyphenyl)-5-(4-fluorophenyl)pentane), O=P(Cl)(Cl)Cl (POCl3), CS(=O)(=O)O (methanesulfonic acid), Cl.C(C1=CC=CC=C1)N1CC(C(CC1)C(=O)OCC)=O (1-benzyl-3-keto-4-carbethoxy piperidine hydrochloride). The solvent is O (Water), C(Cl)(Cl)Cl (CHCl3). Yields the product Cl.C(C1=CC=CC=C1)N1CC=2C(CC1)C(OC=1C2C(C=C(C1)C(CCCC1=CC=C(C=C1)F)C)(O)O)=O (2-Benzyl-8-(4-p-Fluorophenyl-1-Methylbutyl)-10-Hydroxy-5-Oxo-1,2,3,4-Tetrahydro-5H-[1]Benzopyrano[4,3-c]Pyridin-10-ol Hydrochloride). As a reaction SMILES: [OH:1][C:2]1[CH:3]=[C:4]([CH:9]([CH2:11][CH2:12][CH2:13][C:14]2[CH:19]=[CH:18][C:17]([F:20])=[CH:16][CH:15]=2)[CH3:10])[CH:5]=[C:6]([OH:8])[CH:7]=1.CS(O)(=O)=O.Cl.[CH2:27]([N:34]1[CH2:39][CH2:38][CH:37]([C:40](OCC)=[O:41])[C:36](=O)[CH2:35]1)[C:28]1[CH:33]=[CH:32][CH:31]=[CH:30][CH:29]=1.[O:46]=P(Cl)(Cl)[Cl:48].[OH-].[Na+]>C(Cl)(Cl)Cl.O>[ClH:48].[CH2:27]([N:34]1[CH2:39][CH2:38][CH:37]2[C:40](=[O:41])[O:8][C:6]3[C:7]([C:2]([OH:46])([OH:1])[CH:3]=[C:4]([CH:9]([CH3:10])[CH2:11][CH2:12][CH2:13][C:14]4[CH:15]=[CH:16][C:17]([F:20])=[CH:18][CH:19]=4)[CH:5]=3)=[C:36]2[CH2:35]1)[C:28]1[CH:29]=[CH:30][CH:31]=[CH:32][CH:33]=1 |f:2.3,5.6,9.10|. Procedure details: To 45 g. of 2-(3,5-dihydroxyphenyl)-5-(4-fluorophenyl)pentane dissolved in 100 ml. of methanesulfonic acid were added in portions, 57 g. of 1-benzyl-3-keto-4-carbethoxy piperidine hydrochloride. While stirring, 68 g. of POCl3 was added and the solution was stirred for 5 days at room temperature. Water (300 ml.) and 180 ml. of CHCl3 were then added and the reaction mixture stirred for 30 minutes. After the addition of 100 ml. of 15% NaOH, the reaction was stirred for an additional 10 minutes. The... The reactants are N(=C=O)C(=O)OCC (ethyl isocyanatoformate), CN(CCN)C (N1.N1-dimethylethane-1,2-diamine). Run in C(C)OCC (diethyl ether), C(C)OCC (diethyl ether). Conditions: time 2 hour. Yields the product C(C)OC(NC(=O)NCCN(C)C)=O (4-(Dimethylamino-1-ethyl)allophanic acid ethyl ester). RXN SMILES: [N:1]([C:4]([O:6][CH2:7][CH3:8])=[O:5])=[C:2]=[O:3].[CH3:9][N:10]([CH3:14])[CH2:11][CH2:12][NH2:13]>C(OCC)C>[CH2:7]([O:6][C:4](=[O:5])[NH:1][C:2]([NH:13][CH2:12][CH2:11][N:10]([CH3:14])[CH3:9])=[O:3])[CH3:8]. Procedure details: A solution of ethyl isocyanatoformate (500 mg, 4.2 mmol) in absolute diethyl ether (15 mL) was added dropwise to a solution of N1.N1-dimethylethane-1,2-diamine (440 mg, 550 μL, 5 mmol) in diethyl ether (25 mL) and stirred for 2 h at room temperature. The precipitate was filtered off and the filtrate was concentrated under vacuum. The reactants are COC(C(OCCNNC(=O)OC(C)(C)C)C1=CC=CC=C1)=O (tert-Butyl 2-(2-(2-methoxy-2-oxo-1-phenylethoxy)ethyl)hydrazinecarboxylate). Solvent: O (water). The product is NN1C(C(OCC1)C1=CC=CC=C1)=O (4-Amino-2-phenylmorpholin-3-one). Yield: 79.3%. RXN SMILES: C[O:2][C:3](=O)[CH:4]([C:17]1[CH:22]=[CH:21][CH:20]=[CH:19][CH:18]=1)[O:5][CH2:6][CH2:7][NH:8][NH:9]C(OC(C)(C)C)=O>O>[NH2:9][N:8]1[CH2:7][CH2:6][O:5][CH:4]([C:17]2[CH:22]=[CH:21][CH:20]=[CH:19][CH:18]=2)[C:3]1=[O:2]. Procedure: tert-Butyl 2-(2-(2-methoxy-2-oxo-1-phenylethoxy)ethyl)hydrazinecarboxylate (390 mg, 1.2 mmol) in water (85 mL) was heated to 95° C. for 12 h. The reaction mixture was extracted with dichloromethane, the organic layers were combined, dried over Na2SO4 and the solvent was evaporated to give the title compound as light yellow oil (183 mg, 79%).